From a dataset of the Open Reaction Database (ORD), a public repository of structured organic reaction records. describe an organic reaction: reactants, conditions, products, and yield Starting materials: C(C)OC(COC1=CC=C(C=C1)C1(CC1)NC1=NC(=NC(=N1)OCC(F)(F)F)NC1=CC=C(C(=O)OC(C)(C)C)C=C1)=O (tert-butyl 4-(4-(1-(4-(2-ethoxy-2-oxoethoxy)phenyl)cyclopropylamino)-6-(2,2,2-trifluoroethoxy)-1,3,5-triazin-2-ylamino)benzoate), Cl (HCl), O1CCOCC1 (Dioxane). Yields the product C(C)OC(COC1=CC=C(C=C1)C1(CC1)NC1=NC(=NC(=N1)OCC(F)(F)F)NC1=CC=C(C(=O)O)C=C1)=O (4-(4-(1-(4-(2-ethoxy-2-oxoethoxy)phenyl)cyclopropylamino)-6-(2,2,2-trifluoroethoxy)-1,3,5-triazin-2-ylamino)benzoic acid). Isolated yield 103.9%. As a reaction SMILES: [CH2:1]([O:3][C:4](=[O:43])[CH2:5][O:6][C:7]1[CH:12]=[CH:11][C:10]([C:13]2([NH:16][C:17]3[N:22]=[C:21]([O:23][CH2:24][C:25]([F:28])([F:27])[F:26])[N:20]=[C:19]([NH:29][C:30]4[CH:42]=[CH:41][C:33]([C:34]([O:36]C(C)(C)C)=[O:35])=[CH:32][CH:31]=4)[N:18]=3)[CH2:15][CH2:14]2)=[CH:9][CH:8]=1)[CH3:2].Cl.O1CCOCC1>>[CH2:1]([O:3][C:4](=[O:43])[CH2:5][O:6][C:7]1[CH:12]=[CH:11][C:10]([C:13]2([NH:16][C:17]3[N:22]=[C:21]([O:23][CH2:24][C:25]([F:28])([F:26])[F:27])[N:20]=[C:19]([NH:29][C:30]4[CH:42]=[CH:41][C:33]([C:34]([OH:36])=[O:35])=[CH:32][CH:31]=4)[N:18]=3)[CH2:14][CH2:15]2)=[CH:9][CH:8]=1)[CH3:2]. Reported procedure: tert-butyl 4-(4-(1-(4-(2-ethoxy-2-oxoethoxy)phenyl)cyclopropylamino)-6-(2,2,2-trifluoroethoxy)-1,3,5-triazin-2-ylamino)benzoate (350 mg, 0.580 mmol) and 4 N HCl in Dioxane (2 mL, 8.00 mmol) were stirred for 1 h then concentrated under vacuum to give 4-(4-(1-(4-(2-ethoxy-2-oxoethoxy)phenyl)cyclopropylamino)-6-(2,2,2-trifluoroethoxy)-1,3,5-triazin-2-ylamino)benzoic acid (330 mg) which was used in the next step without purification. LC-MS (Condition A), MS m/z (M++H) 548.0. Reactants: C(=S)(Cl)Cl (Thiophosgene), CC(C)(C)C=1C=C(C=CC1)OC1=CC(=C(N)C=C1C)C (4-((3-(1,1-dimethyl-ethyl)phenyl)oxy)-2,5-dimethylaniline), C([O-])(O)=O.[Na+] (sodium bicarbonate). Solvent: C1(=CC=CC=C1)C (toluene), O (water). Reaction conditions: time 2 hour. Yields the product CC(C)(C)C=1C=C(C=CC1)OC1=C(C=C(C(=C1)C)N=C=S)C (1-{[3-(1,1-Dimethylethyl)phenyl]oxy}-4-isothiocyanato-2,5-dimethylbenzene). As a reaction SMILES: [C:1](Cl)(Cl)=[S:2].[CH3:5][C:6]([C:9]1[CH:10]=[C:11]([O:15][C:16]2[C:22]([CH3:23])=[CH:21][C:19]([NH2:20])=[C:18]([CH3:24])[CH:17]=2)[CH:12]=[CH:13][CH:14]=1)([CH3:8])[CH3:7].C(=O)(O)[O-].[Na+]>C1(C)C=CC=CC=1.O>[CH3:8][C:6]([C:9]1[CH:10]=[C:11]([O:15][C:16]2[CH:17]=[C:18]([CH3:24])[C:19]([N:20]=[C:1]=[S:2])=[CH:21][C:22]=2[CH3:23])[CH:12]=[CH:13][CH:14]=1)([CH3:5])[CH3:7] |f:2.3|. Procedure details: Thiophosgene (0.38 ml) is added to a two-phase mixture at room temperature of 4-((3-(1,1-dimethyl-ethyl)phenyl)oxy)-2,5-dimethylaniline (1.35 g) in toluene (6 ml) and sodium bicarbonate (840 mg) in water (6 ml). The reaction mixture obtained is stirred for 2 h and the phases are then separated by settling. The aqueous phase is extracted with toluene and the combined organic phases are then washed with water, dried (magnesium sulphate) and then concentrated to give the title product. Starting materials: CCN=C=NCCCN(C)C, Cc1nc(-c2c(F)cc(Cl)cc2-c2ccc3c(c2)CCC3N)no1, Cl, [K+], [K+], O=C([O-])[O-], CN(C)C=O, O, O, On1nnc2ccccc21, O=C(NC1(C(=O)O)COC1)OCC1c2ccccc2-c2ccccc21. The product is Cc1nc(-c2c(F)cc(Cl)cc2-c2ccc3c(c2)CCC3NC(=O)C2(NC(=O)OCC3c4ccccc4-c4ccccc43)COC2)no1. RXN SMILES: [CH3:27][N:28]([CH3:29])[CH2:30][CH2:31][CH2:32][N:33]=[C:34]=[N:35][CH2:36][CH3:37].[Cl:49][c:50]1[cH:51][c:52]([F:72])[c:53](-[c:66]2[n:67][o:68][c:69]([CH3:71])[n:70]2)[c:54](-[c:56]2[cH:57][c:58]3[c:62]([cH:63][cH:64]2)[CH:61]([NH2:65])[CH2:60][CH2:59]3)[cH:55]1.[ClH:26].[K+:73].[K+:74].[O-:75][C:76]([O-:77])=[O:78].[O:79]=[CH:80][N:81]([CH3:82])[CH3:83].[OH2:38].[OH2:84].[OH:39][n:40]1[c:41]2[cH:42][cH:43][cH:44][cH:45][c:46]2[n:47][n:48]1.[cH:1]1[cH:2][cH:3][cH:4][c:5]2[c:13]1[CH:12]([CH2:14][O:15][C:16](=[O:17])[NH:18][C:19]1([C:23](=[O:24])[OH:25])[CH2:20][O:21][CH2:22]1)[c:11]1[c:6]-2[cH:7][cH:8][cH:9][cH:10]1>>[cH:1]1[cH:2][cH:3][cH:4][c:5]2[c:13]1[CH:12]([CH2:14][O:15][C:16](=[O:17])[NH:18][C:19]1([C:23](=[O:24])[NH:65][CH:61]3[CH2:60][CH2:59][c:58]4[cH:57][c:56](-[c:54]5[c:53](-[c:66]6[n:67][o:68][c:69]([CH3:71])[n:70]6)[c:52]([F:72])[cH:51][c:50]([Cl:49])[cH:55]5)[cH:64][cH:63][c:62]43)[CH2:20][O:21][CH2:22]1)[c:11]1[c:6]-2[cH:7][cH:8][cH:9][cH:10]1. Reactants: FC=1C=C2C(N(C(NC2=CC1[N+](=O)[O-])=O)NS(=O)(=O)C)=O (N-(6-Fluoro-7-nitro-2,4-dioxo-1,4-dihydro-2H-quinazolin-3-yl)-methanesulfonamide), N[C@H](CO)C ((S)-2-amino-propan-1-ol). Yields the product OC[C@H](C)NC=1C=C2C(N(C(NC2=CC1[N+](=O)[O-])=O)NS(=O)(=O)C)=O (N-[6-((S)-2-Hydroxy-1-methyl-ethylamino)-7-nitro-2,4-dioxo-1,4-dihydro-2H-quinazolin-3-yl]-methanesulfonamide). Isolated yield 61.0%. Reaction SMILES: F[C:2]1[CH:3]=[C:4]2[C:9](=[CH:10][C:11]=1[N+:12]([O-:14])=[O:13])[NH:8][C:7](=[O:15])[N:6]([NH:16][S:17]([CH3:20])(=[O:19])=[O:18])[C:5]2=[O:21].[NH2:22][C@@H:23]([CH3:26])[CH2:24][OH:25]>>[OH:25][CH2:24][C@@H:23]([NH:22][C:2]1[CH:3]=[C:4]2[C:9](=[CH:10][C:11]=1[N+:12]([O-:14])=[O:13])[NH:8][C:7](=[O:15])[N:6]([NH:16][S:17]([CH3:20])(=[O:19])=[O:18])[C:5]2=[O:21])[CH3:26]. Reported procedure: N-(6-Fluoro-7-nitro-2,4-dioxo-1,4-dihydro-2H-quinazolin-3-yl)-methanesulfonamide (30 mg, 0.0943 mmol) is reacted with (S)-2-amino-propan-1-ol according to the GPA affording 21.4 mg (61%) of a red powder. Rt=3.20 min. Reactants: CCOC(=O)c1ccc(C#Cc2ccc(C3(OCc4ccccc4)CC3)c(CC)c2)cc1, CCO, [Na+], C1CCOC1, [OH-]. Product: CCc1cc(C#Cc2ccc(C(=O)O)cc2)ccc1C1(OCc2ccccc2)CC1. As a reaction SMILES: [CH2:1]([CH3:2])[O:3][C:4]([c:5]1[cH:6][cH:7][c:8]([C:11]#[C:12][c:13]2[cH:14][c:15]([CH2:30][CH3:31])[c:16]([C:19]3([O:22][CH2:23][c:24]4[cH:25][cH:26][cH:27][cH:28][cH:29]4)[CH2:20][CH2:21]3)[cH:17][cH:18]2)[cH:9][cH:10]1)=[O:32].[CH3:35][CH2:36][OH:37].[Na+:34].[O:38]1[CH2:39][CH2:40][CH2:41][CH2:42]1.[OH-:33]>>[O:3]=[C:4]([c:5]1[cH:6][cH:7][c:8]([C:11]#[C:12][c:13]2[cH:14][c:15]([CH2:30][CH3:31])[c:16]([C:19]3([O:22][CH2:23][c:24]4[cH:25][cH:26][cH:27][cH:28][cH:29]4)[CH2:20][CH2:21]3)[cH:17][cH:18]2)[cH:9][cH:10]1)[OH:32]. Reactants: COC(=O)C1COCCC1NS(=O)(=O)C1=CC=C(C=C1)OCC1=CC(=NC2=CC=CC=C12)C (4-[4-(2-methyl-quinolin-4-ylmethoxy)-benzenesulfonylamino]-tetrahydro-pyran-3-carboxylic acid methyl ester), C([O-])([O-])=O.[K+].[K+] (potassium carbonate), IC (iodomethane). Run in CN(C)C=O (DMF). Conditions: temperature 40 celsius. Product: COC(=O)C1COCCC1N(S(=O)(=O)C1=CC=C(C=C1)OCC1=CC(=NC2=CC=CC=C12)C)C (4-{methyl-[4-(2-methyl-quinolin-4-ylmethoxy)-benzenesulfonyl]-amino}-tetrahydro-pyran-3-carboxylic acid methyl ester). The yield is 68.4%. Reaction SMILES: [CH3:1][O:2][C:3]([CH:5]1[CH:10]([NH:11][S:12]([C:15]2[CH:20]=[CH:19][C:18]([O:21][CH2:22][C:23]3[C:32]4[C:27](=[CH:28][CH:29]=[CH:30][CH:31]=4)[N:26]=[C:25]([CH3:33])[CH:24]=3)=[CH:17][CH:16]=2)(=[O:14])=[O:13])[CH2:9][CH2:8][O:7][CH2:6]1)=[O:4].[C:34](=O)([O-])[O-].[K+].[K+].IC>CN(C=O)C>[CH3:1][O:2][C:3]([CH:5]1[CH:10]([N:11]([CH3:34])[S:12]([C:15]2[CH:16]=[CH:17][C:18]([O:21][CH2:22][C:23]3[C:32]4[C:27](=[CH:28][CH:29]=[CH:30][CH:31]=4)[N:26]=[C:25]([CH3:33])[CH:24]=3)=[CH:19][CH:20]=2)(=[O:14])=[O:13])[CH2:9][CH2:8][O:7][CH2:6]1)=[O:4] |f:1.2.3|. Procedure: To a slurry of 0.3 g (0.634 mmol) of 4-[4-(2-methyl-quinolin-4-ylmethoxy)-benzenesulfonylamino]-tetrahydro-pyran-3-carboxylic acid methyl ester (Example 24, Step 1) and potassium carbonate (0.176 g, 1.27 mmol) in DMF (10 mL) was added iodomethane (0.109 g, 0.765 mmol). The reaction was heated at 40° C. for 2 h and then the reaction was allowed to cool to 25° C. over 19 h. The DMF was removed in vacuo and the resulting oil was diluted with ethyl acetate (100 mL) and then washed with water (2×30 m... Starting materials: S(C=1CC2C(C(=O)N(C2=O)C2=CC=CC=C2)CC1)C=1CC2C(C(=O)N(C2=O)C2=CC=CC=C2)CC1 (4,4'-thiobis(N-phenyl-1,2,3,6-tetrahydrophthalimide)), [S] (sulfur). Yields the product S(C=1C=C2C(C(=O)N(C2=O)C2=CC=CC=C2)=CC1)C=1C=C2C(C(=O)N(C2=O)C2=CC=CC=C2)=CC1 (4,4'-thiobis(N-phenylphthalimide)). Isolated yield 31.2%. RXN SMILES: [S:1]([C:19]1[CH2:20][CH:21]2[C:26](=[O:27])[N:25]([C:28]3[CH:33]=[CH:32][CH:31]=[CH:30][CH:29]=3)[C:23](=[O:24])[CH:22]2[CH2:34][CH:35]=1)[C:2]1[CH2:3][CH:4]2[C:9](=[O:10])[N:8]([C:11]3[CH:16]=[CH:15][CH:14]=[CH:13][CH:12]=3)[C:6](=[O:7])[CH:5]2[CH2:17][CH:18]=1.[S]>>[S:1]([C:2]1[CH:3]=[C:4]2[C:9](=[O:10])[N:8]([C:11]3[CH:12]=[CH:13][CH:14]=[CH:15][CH:16]=3)[C:6](=[O:7])[C:5]2=[CH:17][CH:18]=1)[C:19]1[CH:20]=[C:21]2[C:26](=[O:27])[N:25]([C:28]3[CH:29]=[CH:30][CH:31]=[CH:32][CH:33]=3)[C:23](=[O:24])[C:22]2=[CH:34][CH:35]=1 |^3:35|. Procedure: A mixture of 200 mg (0.41 mmol) of 4,4'-thiobis(N-phenyl-1,2,3,6-tetrahydrophthalimide) and 53 mg (1.7 mmol) of elemental sulfur was heated to 240°-260° C. (sand bath) for 20 minutes and cooled to room temperature. The resulting brown residue was purified by preparative TLC on silica gel (eluent: 1% methanol in dichloromethane) to give 61 mg (31% yield) of 4,4'-thiobis(N-phenylphthalimide) as a yellow solid. Trituration with dichloromethane afforded a white solid: mp 275°-280° C.; (lit 293°-295°... Reactants: ClC=1C(=C(C=CC1)\C=N\C)F ([1-(3-chloro-2-fluoro-phenyl)-meth-(E)-ylidene]-methyl-amine), ClC1=CC(=C(C=C1)/C(/C#N)=C/CC(C)(C)C)F ((Z)-2-(4-chloro-2-fluoro-phenyl)-5,5-dimethyl-hex-2-enenitrile), [OH-].[K+] (KOH). The solvent is CS(=O)C (DMSO), O (water). Reaction conditions: time 8 hour. The product is ClC=1C(=C(C=CC1)C1NCC(C1(C#N)C1=C(C=C(C=C1)Cl)F)CC(C)(C)C)F (rac-(2S,3S,4S)-2-(3-chloro-2-fluoro-phenyl)-3-(4-chloro-2-fluoro-phenyl)-4-(2,2-dimethyl-propyl)-pyrrolidine-3-carbonitrile), ClC=1C(=C(C=CC1)C1C(C(CN1)(C#N)C1=C(C=C(C=C1)Cl)F)CC(C)(C)C)F (rac (3S,4S,5S)-5-(3-chloro-2-fluoro-phenyl)-3-(4-chloro-2-fluoro-phenyl)-4-(2,2-dimethyl-propyl)pyrrolidine-3-carbonitrile). Isolated yield 15.6%. RXN SMILES: [Cl:1][C:2]1[C:3]([F:11])=[C:4](/[CH:8]=[N:9]/[CH3:10])[CH:5]=[CH:6][CH:7]=1.[Cl:12][C:13]1[CH:18]=[CH:17][C:16](/[C:19](=[CH:22]/[CH2:23][C:24]([CH3:27])([CH3:26])[CH3:25])/[C:20]#[N:21])=[C:15]([F:28])[CH:14]=1.[OH-].[K+]>CS(C)=O.O>[Cl:1][C:2]1[C:3]([F:11])=[C:4]([CH:8]2[C:19]([C:16]3[CH:17]=[CH:18][C:13]([Cl:12])=[CH:14][C:15]=3[F:28])([C:20]#[N:21])[CH:22]([CH2:23][C:24]([CH3:27])([CH3:26])[CH3:25])[CH2:10][NH:9]2)[CH:5]=[CH:6][CH:7]=1.[Cl:1][C:2]1[C:3]([F:11])=[C:4]([CH:8]2[NH:9][CH2:10][C:19]([C:16]3[CH:17]=[CH:18][C:13]([Cl:12])=[CH:14][C:15]=3[F:28])([C:20]#[N:21])[CH:22]2[CH2:23][C:24]([CH3:27])([CH3:26])[CH3:25])[CH:5]=[CH:6][CH:7]=1 |f:2.3|. Procedure: To a solution of [1-(3-chloro-2-fluoro-phenyl)-meth-(E)-ylidene]-methyl-amine (1.72 g, 10.00 mmol) and (Z)-2-(4-chloro-2-fluoro-phenyl)-5,5-dimethyl-hex-2-enenitrile (2.52 g, 10.00 mmol) in DMSO (10 mL) was added KOH powder (1.12 g, 20.00 mmol) in one portion. The mixture was stirred at rt overnight. The reaction mixture was diluted with water and extracted with EtOAc three times (3×50 mL). The combined organic layers were washed with water and brine and dried over Na2SO4, and concentrated. The ... Reaction SMILES: [N+:1]([C:4]1[CH:14]=[CH:13][CH:12]=[CH:11][C:5]=1[O:6][CH2:7][C:8]([OH:10])=O)([O-:3])=[O:2].[CH3:15][C:16]1[C:22]([CH3:23])=[CH:21][CH:20]=[CH:19][C:17]=1[NH2:18].Cl.C(N=C=NCCCN(C)C)C>ClCCl.CN(C)C1C=CN=CC=1>[CH3:15][C:16]1[C:22]([CH3:23])=[CH:21][CH:20]=[CH:19][C:17]=1[NH:18][C:8](=[O:10])[CH2:7][O:6][C:5]1[CH:11]=[CH:12][CH:13]=[CH:14][C:4]=1[N+:1]([O-:3])=[O:2] |f:2.3|. The reagents and catalysts are CN(C1=CC=NC=C1)C (4-dimethylaminopyridine). The reactants are [N+](=O)([O-])C1=C(OCC(=O)O)C=CC=C1 (2-(2-Nitrophenoxy)acetic acid), CC1=C(N)C=CC=C1C (2,3-dimethylaniline), Cl.C(C)N=C=NCCCN(C)C (1-Ethyl-3-(3-dimethylaminopropyl)carbodiimide hydrochloride). Yields the product CC1=C(C=CC=C1C)NC(COC1=C(C=CC=C1)[N+](=O)[O-])=O (N-(2,3-Dimethylphenyl)-2-(2-nitrophenoxy)acetamide). The solvent is ClCCl (dichloromethane). Procedure details: 2-(2-Nitrophenoxy)acetic acid S11 (5.28 g) and 2,3-dimethylaniline (3.25 g) were dissolved in dichloromethane (100 ml). 1-Ethyl-3-(3-dimethylaminopropyl)carbodiimide hydrochloride (6.17g) and 4-dimethylaminopyridine (3.93 g) were added to the solution, and the solution was stirred overnight at room temperature. The reaction mixture was concentrated under reduced pressure, and the residue was dissolved in dichloromethane. The resulting solution was washed successively with 1N HCl saturated aqueou... Reaction conditions: time 8 hour. Reactants: C(=O)(OCC)CCC=1OC=CC1 (2-(2'-carbethoxyethyl)furan), BrBr (bromine), CO (methanol), CO (methanol), C([O-])([O-])=O.[Na+].[Na+] (sodium carbonate). The solvent is [Cl-].[Na+].O (brine). Conditions: time 30 minute. Yields the product COC1(OC(C=C1)OC)CCC(=O)OCC (2,5-dihydro-2,5-dimethoxy-2-(2'-carbethoxyethyl)furan). Reaction SMILES: [C:1]([CH2:6][CH2:7][C:8]1[O:9][CH:10]=[CH:11][CH:12]=1)([O:3][CH2:4][CH3:5])=[O:2].[CH3:13][OH:14].[C:15](=[O:18])([O-])[O-].[Na+].[Na+].BrBr>[Cl-].[Na+].O>[CH3:13][O:14][C:8]1([CH2:7][CH2:6][C:1]([O:3][CH2:4][CH3:5])=[O:2])[CH:12]=[CH:11][CH:10]([O:18][CH3:15])[O:9]1 |f:2.3.4,6.7.8|. Reported procedure: To a stirred solution of 2-(2'-carbethoxyethyl)furan (42.5 g.) in 750 ml. of methanol containing 53 g. of sodium carbonate at -25°C. is added a solution of 40.5 g. of bromine in 250 ml. of methanol during the course of 2.5 hours. The solution is stirred at room temperature for 30 minutes, diluted with brine, and extracted with diethyl ether. The extract is washed with brine, dried over magnesium sulfate, and concentrated. The residue is distilled to provide a light yellow liquid, b.p. 78°-84°C. ...